This data is from the Open Reaction Database (ORD), a public repository of structured organic reaction records. The task is: describe an organic reaction: reactants, conditions, products, and yield Conditions: time 16 hour. RXN SMILES: [H-].[Na+].[CH2:3]([C:5]1([C:16]2[CH:21]=[CH:20][CH:19]=[C:18]([O:22][CH2:23][C:24]3[CH:29]=[CH:28][CH:27]=[CH:26][CH:25]=3)[CH:17]=2)[CH2:11][CH2:10][CH2:9][CH2:8][N:7]([CH2:12][CH2:13][OH:14])[C:6]1=[O:15])[CH3:4].[CH3:30]I>CN(C=O)C>[CH2:3]([C:5]1([C:16]2[CH:21]=[CH:20][CH:19]=[C:18]([O:22][CH2:23][C:24]3[CH:29]=[CH:28][CH:27]=[CH:26][CH:25]=3)[CH:17]=2)[CH2:11][CH2:10][CH2:9][CH2:8][N:7]([CH2:12][CH2:13][O:14][CH3:30])[C:6]1=[O:15])[CH3:4] |f:0.1|. Starting materials: [H-].[Na+] (Sodium hydride), C(C)C1(C(N(CCCC1)CCO)=O)C1=CC(=CC=C1)OCC1=CC=CC=C1 (3-ethyl-1-(2-hydroxy-ethyl)-3-(3-benzyloxyphenyl)-azepan-2-one), CI (CH3I). Yields the product C(C)C1(C(N(CCCC1)CCOC)=O)C1=CC(=CC=C1)OCC1=CC=CC=C1 (3-ethyl-1-(2-methoxy-ethyl)-3-(3-benzyloxy-phenyl)-azepan-2-one). The solvent is CN(C)C=O (DMF). Reported procedure: Sodium hydride (0.017 g, 0.425 mmol) was added to a solution of 3-ethyl-1-(2-hydroxy-ethyl)-3-(3-benzyloxyphenyl)-azepan-2-one, as described in Example 54, Step C, (0.12 g, 0.327 mmol) in DMF (5 mL) at 0° C. with stirring. After 20 min CH3I (0.041 mL, 0.653 mmol) was added and stirring was continued at room temperature for 16 h. The reaction was quenched with H2O and the solvents removed in vacuo. The residue was partitioned between EtOAc and saturated NaHCO3 solution. The organic layer was sepa... The product is FC1=C(C=CC=C1)C1=CN=C(C=2NC3=CC(=CC=C3C21)C(=O)N2CCOCC2)C(=O)N (4-(2-Fluorophenyl)-7-(morpholine-4-carbonyl)-9H-pyrido[3,4-b]indole-1-carboxamide). Reported procedure: To a yellow, heterogeneous solution of 4-(2-fluorophenyl)-7-(morpholine-4-carbonyl)-9H-pyrido[3,4-b]indole-1-carboxylic acid (0.0381 g, 0.091 mmol), ammonium chloride (9.72 mg, 0.182 mmol), HOAt (0.025 g, 0.182 mmol) and EDC (0.035 g, 0.182 mmol) in DMF (1.0 mL) was added DIPEA (0.063 mL, 0.364 mmol). The reaction was stirred overnight. EtOAc and water were added, and the layers were separated. The organic layer was washed with brine and 10% aq. LiCl successively, dried over Na2SO4, filtered and... Solvent: O (water), CCOC(=O)C (EtOAc), CN(C)C=O (DMF), CO (MeOH). Reactants: FC1=C(C=CC=C1)C1=CN=C(C=2NC3=CC(=CC=C3C21)C(=O)N2CCOCC2)C(=O)O (4-(2-fluorophenyl)-7-(morpholine-4-carbonyl)-9H-pyrido[3,4-b]indole-1-carboxylic acid), [Cl-].[NH4+] (ammonium chloride), C1=CC2=C(N=C1)N(N=N2)O (HOAt), C(CCl)Cl (EDC), CCN(C(C)C)C(C)C (DIPEA). Reaction conditions: time 8 hour. Yield: 33.0%. As a reaction SMILES: [F:1][C:2]1[CH:7]=[CH:6][CH:5]=[CH:4][C:3]=1[C:8]1[C:20]2[C:19]3[C:14](=[CH:15][C:16]([C:21]([N:23]4[CH2:28][CH2:27][O:26][CH2:25][CH2:24]4)=[O:22])=[CH:17][CH:18]=3)[NH:13][C:12]=2[C:11]([C:29](O)=[O:30])=[N:10][CH:9]=1.[Cl-].[NH4+].C1C=[N:38]C2N(O)N=NC=2C=1.C(Cl)CCl.CCN(C(C)C)C(C)C>CN(C=O)C.CO.O.CCOC(C)=O>[F:1][C:2]1[CH:7]=[CH:6][CH:5]=[CH:4][C:3]=1[C:8]1[C:20]2[C:19]3[C:14](=[CH:15][C:16]([C:21]([N:23]4[CH2:24][CH2:25][O:26][CH2:27][CH2:28]4)=[O:22])=[CH:17][CH:18]=3)[NH:13][C:12]=2[C:11]([C:29]([NH2:38])=[O:30])=[N:10][CH:9]=1 |f:1.2|. Reactants: [BH4-], CO, [Na+], O=C(Cn1cncn1)c1ccc(Cl)cc1. RXN SMILES: [BH4-:16].[CH3:18][OH:19].[Na+:17].[n:1]1([CH2:6][C:7](=[O:8])[c:9]2[cH:10][cH:11][c:12]([Cl:15])[cH:13][cH:14]2)[n:2][cH:3][n:4][cH:5]1>>[n:1]1([CH2:6][CH:7]([OH:8])[c:9]2[cH:10][cH:11][c:12]([Cl:15])[cH:13][cH:14]2)[n:2][cH:3][n:4][cH:5]1. Product: OC(Cn1cncn1)c1ccc(Cl)cc1.